Dataset: the Open Reaction Database (ORD), a public repository of structured organic reaction records. Task: describe an organic reaction: reactants, conditions, products, and yield Starting materials: C(C)(=O)NC1CCC2=C(C(C3=C1C=CC=C3)C)C=CC=C2 (5-(N-acetylamino)-12-methyl-5,6,7,12-tetrahydrodibenzo[a,d]cyclooctene), ice, amide, O1CCCC1 (tetrahydrofuran), C1(=CC=CC=C1)C(C1=CC=CC=C1)C1=CC=CC=C1 (triphenylmethane), CI (methyliodide). Solvent: O (water), C1(=CC=CC=C1)C (toluene). Run at time 2 hour. Product: C(C)(=O)N(C)C1CCC2=C(C(C3=C1C=CC=C3)C)C=CC=C2 (5-(N-acetyl-N-methylamino)-12-methyl-5,6,7,12-tetrahydrodibenzo[a,d]cyclooctene). As a reaction SMILES: [C:1]([NH:4][CH:5]1[C:12]2[CH:13]=[CH:14][CH:15]=[CH:16][C:11]=2[CH:10]([CH3:17])[C:9]2[CH:18]=[CH:19][CH:20]=[CH:21][C:8]=2[CH2:7][CH2:6]1)(=[O:3])[CH3:2].O1CCC[CH2:23]1.C1(C(C2C=CC=CC=2)C2C=CC=CC=2)C=CC=CC=1.CI>C1(C)C=CC=CC=1.O>[C:1]([N:4]([CH:5]1[C:12]2[CH:13]=[CH:14][CH:15]=[CH:16][C:11]=2[CH:10]([CH3:17])[C:9]2[CH:18]=[CH:19][CH:20]=[CH:21][C:8]=2[CH2:7][CH2:6]1)[CH3:23])(=[O:3])[CH3:2]. Reported procedure: 18.1 g. (64.9 mmole) of 5-(N-acetylamino)-12-methyl-5,6,7,12-tetrahydrodibenzo[a,d]cyclooctene in 200 ml. of dry tetrahydrofuran was treated with 0.3 g. of triphenylmethane and stirred in an ice bath under nitrogen. The amide solution was added dropwise from the addition funnel at a rate sufficiently slow to maintain the reaction temperature below 15° C., until the color of the triphenylmethide anion persisted. The mixture was stirred for 15 minutes in the ice bath, then treated with 20 ml. (45.... Reactants: O=C1Cc2c(Cl)ncnc2N1, Cl, Cl, Cl, CN(C)C(C)(C)Cn1cc(-c2ccc(F)c(C(F)(F)F)c2)nc1C1CCNCC1, CN(C)C=O. The product is Cl, CN(C)C(C)(C)Cn1cc(-c2ccc(F)c(C(F)(F)F)c2)nc1C1CCN(c2ncnc3c2CC(=O)N3)CC1. As a reaction SMILES: [Cl:33][c:34]1[c:35]2[c:36]([n:37][cH:38][n:39]1)[NH:40][C:41](=[O:43])[CH2:42]2.[ClH:1].[ClH:2].[ClH:3].[F:4][c:5]1[c:6]([C:29]([F:30])([F:31])[F:32])[cH:7][c:8](-[c:11]2[n:12][c:13]([CH:23]3[CH2:24][CH2:25][NH:26][CH2:27][CH2:28]3)[n:14]([CH2:16][C:17]([CH3:18])([CH3:19])[N:20]([CH3:21])[CH3:22])[cH:15]2)[cH:9][cH:10]1.[O:44]=[CH:45][N:46]([CH3:47])[CH3:48]>>[ClH:33].[F:4][c:5]1[c:6]([C:29]([F:30])([F:31])[F:32])[cH:7][c:8](-[c:11]2[n:12][c:13]([CH:23]3[CH2:24][CH2:25][N:26]([c:34]4[c:35]5[c:36]([n:37][cH:38][n:39]4)[NH:40][C:41](=[O:43])[CH2:42]5)[CH2:27][CH2:28]3)[n:14]([CH2:16][C:17]([CH3:18])([CH3:19])[N:20]([CH3:21])[CH3:22])[cH:15]2)[cH:9][cH:10]1. Starting materials: CC(=O)c1ccc(C(=O)O)c2ccccc12, Cc1ccccc1, O=S(Cl)Cl. Yields the product CC(=O)c1ccc(C(=O)Cl)c2ccccc12. Reaction SMILES: [C:5]([CH3:6])(=[O:7])[c:8]1[cH:9][cH:10][c:11]([C:18](=[O:19])[OH:20])[c:12]2[cH:13][cH:14][cH:15][cH:16][c:17]12.[CH3:21][c:22]1[cH:23][cH:24][cH:25][cH:26][cH:27]1.[S:1]([Cl:2])([Cl:3])=[O:4]>>[Cl:3][C:18]([c:11]1[cH:10][cH:9][c:8]([C:5]([CH3:6])=[O:7])[c:17]2[c:12]1[cH:13][cH:14][cH:15][cH:16]2)=[O:20]. Reactants: C(#N)C1=CC=C(C[C@@]2(C(N(C=3N2C(=CN3)S(=O)(=O)N3[C@@H](CCC3)C(=O)N[C@@H](C(=O)O)C)C3=CC(=CC(=C3)Cl)Cl)=O)C)C=C1 ((R)-2-({(S)-1-[(R)-5-(4-cyano-benzyl)-7-(3,5-dichloro-phenyl)-5-methyl-6-oxo-6,7-dihydro-5H-imidazo[1,2-a]imidazole-3-sulfonyl]-pyrrolidine-2-carbonyl}-amino)-propionic acid), Cl.N1[C@H](C(=O)N)CCC1 (L-Proline amide hydrochloride). Reagents/catalysts: CN(C1=CC=NC=C1)C (4-dimethylaminopyridine). The solvent is C(Cl)Cl (methylene chloride). Reaction conditions: time 18 hour. Yields the product C(#N)C1=CC=C(C[C@@]2(C(N(C=3N2C(=CN3)S(=O)(=O)N3[C@@H](CCC3)C(=O)N)C3=CC(=CC(=C3)Cl)Cl)=O)C)C=C1 ((S)-1-[(R)-5-(4-Cyano-benzyl)-7-(3,5-dichloro-phenyl)-5-methyl-6-oxo-6,7-dihydro-5H-imidazo[1,2-a]imidazole-3-sulfonyl]-pyrrolidine-2-carboxylic acid amide). The yield is 245.9%. RXN SMILES: [C:1]([C:3]1[CH:43]=[CH:42][C:6]([CH2:7][C@@:8]2([CH3:41])[N:12]3[C:13]([S:16]([N:19]4[CH2:23][CH2:22][CH2:21][C@H:20]4[C:24]([NH:26][C@H](C)C(O)=O)=[O:25])(=[O:18])=[O:17])=[CH:14][N:15]=[C:11]3[N:10]([C:32]3[CH:37]=[C:36]([Cl:38])[CH:35]=[C:34]([Cl:39])[CH:33]=3)[C:9]2=[O:40])=[CH:5][CH:4]=1)#[N:2].Cl.N1CCC[C@H]1C(N)=O>C(Cl)Cl.CN(C)C1C=CN=CC=1>[C:1]([C:3]1[CH:43]=[CH:42][C:6]([CH2:7][C@@:8]2([CH3:41])[N:12]3[C:13]([S:16]([N:19]4[CH2:23][CH2:22][CH2:21][C@H:20]4[C:24]([NH2:26])=[O:25])(=[O:18])=[O:17])=[CH:14][N:15]=[C:11]3[N:10]([C:32]3[CH:33]=[C:34]([Cl:39])[CH:35]=[C:36]([Cl:38])[CH:37]=3)[C:9]2=[O:40])=[CH:5][CH:4]=1)#[N:2] |f:1.2|. Procedure: To a stirred solution of (R)-5-(4-cyano-benzyl)-7-(3,5-dichloro-phenyl)-5-methyl-6-oxo-6,7-dihydro-5H-imidazo[1,2-a]imidazole-3-sulfonyl chloride (see Example 5) (50 mg, 0.10 mmol) in anhydrous methylene chloride (1 mL) was added 4-dimethylaminopyridine (DMAP) (37 mg, 0.30 mmol). L-Proline amide hydrochloride (69 mg, 0.30 mmol) was added to the mixture and the reaction was stirred for 18 h at room temperature under nitrogen. The reaction was concentrated and the residue was purified by column ch... The reactants are ClCC(=O)N1C=2N(C(=CC1)C1=CC(=CC=C1)C(F)(F)F)N=CC2C#N (4-(chloroacetyl)-4,5-dihydro-7-[3-(trifluoromethyl)phenyl]pyrazolo[1,5-a]pyrimidine-3-carbonitrile), S(O)(O)(=O)=O (sulfuric acid), ice water. Conditions: time 2 hour. Procedure details: A mixture of 2 g of 4-(chloroacetyl)-4,5-dihydro-7-[3-(trifluoromethyl)phenyl]pyrazolo[1,5-a]pyrimidine-3-carbonitrile and 20 ml of concentrated sulfuric acid was stirred at room temperature for 2 hours, then poured into ice water, stirred, and filtered. The product was washed with water and dried giving 2 g of the desired intermediate,. mp 174°-176°. As a reaction SMILES: [Cl:1][CH2:2][C:3]([N:5]1[CH2:10][CH:9]=[C:8]([C:11]2[CH:16]=[CH:15][CH:14]=[C:13]([C:17]([F:20])([F:19])[F:18])[CH:12]=2)[N:7]2[N:21]=[CH:22][C:23]([C:24]#[N:25])=[C:6]12)=[O:4].S(=O)(=O)(O)[OH:27]>>[Cl:1][CH2:2][C:3]([N:5]1[CH2:10][CH:9]=[C:8]([C:11]2[CH:16]=[CH:15][CH:14]=[C:13]([C:17]([F:20])([F:19])[F:18])[CH:12]=2)[N:7]2[N:21]=[CH:22][C:23]([C:24]([NH2:25])=[O:27])=[C:6]12)=[O:4]. Product: ClCC(=O)N1C=2N(C(=CC1)C1=CC(=CC=C1)C(F)(F)F)N=CC2C(=O)N (4-(Chloroacetyl)-4,5-dihydro-7-[3-(trifluoromethyl)phenyl]pyrazolo[1,5-a]pyrimidine-3-carboxamide).